From a dataset of the Open Reaction Database (ORD), a public repository of structured organic reaction records. describe an organic reaction: reactants, conditions, products, and yield Starting materials: Cc1ccccc1, OC(c1ccccc1)c1ccccc1, OCCO, O=S(=O)(O)O. Product: OCCOC(c1ccccc1)c1ccccc1. Reaction SMILES: [CH3:24][c:25]1[cH:26][cH:27][cH:28][cH:29][cH:30]1.[CH:10]([c:11]1[cH:12][cH:13][cH:14][cH:15][cH:16]1)([c:17]1[cH:18][cH:19][cH:20][cH:21][cH:22]1)[OH:23].[OH:6][CH2:7][CH2:8][OH:9].[S:1](=[O:2])(=[O:3])([OH:4])[OH:5]>>[O:6]([CH2:7][CH2:8][OH:9])[CH:10]([c:11]1[cH:12][cH:13][cH:14][cH:15][cH:16]1)[c:17]1[cH:18][cH:19][cH:20][cH:21][cH:22]1. The reactants are NC1CCC2CN(Cc3ccccc3)CC12, CC(c1ccccc1)N1CC2CCC(N)C2C1, O=C(O)C1(c2ccccc2)CCCC1. RXN SMILES: [CH2:32]([N:33]1[CH2:34][CH:35]2[CH:36]([NH2:37])[CH2:38][CH2:39][CH:40]2[CH2:41]1)[c:42]1[cH:43][cH:44][cH:45][cH:46][cH:47]1.[c:15]1([CH:21]([CH3:22])[N:23]2[CH2:24][CH:25]3[CH:26]([CH2:27]2)[CH:28]([NH2:31])[CH2:29][CH2:30]3)[cH:16][cH:17][cH:18][cH:19][cH:20]1.[c:1]1([C:2]2([C:3]([OH:4])=[O:13])[CH2:5][CH2:6][CH2:7][CH2:8]2)[cH:9][cH:10][cH:11][cH:12][cH:14]1>>[O:13]=[C:28]1[CH:26]2[CH:25]([CH2:24][N:23]([CH:21]([c:15]3[cH:16][cH:17][cH:18][cH:19][cH:20]3)[CH3:22])[CH2:27]2)[CH2:30][CH2:29]1. Product: CC(c1ccccc1)N1CC2CCC(=O)C2C1. Reactants: Cl(=O)(=O)(=O)[O-].CC1=[NH+]C2=CC=CC=C2C1(C)C (2,3,3-Trimethyl-3H-indolium perchlorate), COC1=CC=C(C=C1)C=CC(C)=O (4-p-methoxyphenylbut-3-ene-2-one). Run in CO (methanol). The product is Cl(=O)(=O)(=O)[O-].CC1=CC(=CC2=[N+]1C1=CC=CC=C1C2(C)C)C2=CC=C(C=C2)OC (6,10,10-Trimethyl-8-(4'-methoxyphenyl)pyrido[1,2-a]indolium perchlorate). As a reaction SMILES: [Cl:1]([O-:5])(=[O:4])(=[O:3])=[O:2].[CH3:6][C:7]1[C:15]([CH3:17])([CH3:16])[C:14]2[C:9](=[CH:10][CH:11]=[CH:12][CH:13]=2)[NH+:8]=1.[CH3:18][O:19][C:20]1[CH:25]=[CH:24][C:23]([CH:26]=[CH:27][C:28](=O)[CH3:29])=[CH:22][CH:21]=1>CO>[Cl:1]([O-:5])(=[O:4])(=[O:3])=[O:2].[CH3:29][C:28]1[N+:8]2[C:9]3[C:14]([C:15]([CH3:17])([CH3:16])[C:7]=2[CH:6]=[C:26]([C:23]2[CH:22]=[CH:21][C:20]([O:19][CH3:18])=[CH:25][CH:24]=2)[CH:27]=1)=[CH:13][CH:12]=[CH:11][CH:10]=3 |f:0.1,4.5|. Reported procedure: 2,3,3-Trimethyl-3H-indolium perchlorate (5 g.) and 4-p-methoxyphenylbut-3-ene-2-one (10 g.) were heated together on the steam bath for three hours. The cooled mixture was diluted with methanol and filtered. The product was purified by recrystallization from acetonitrile. Yield 4.1 g.; m.p. 298°-300° .